Dataset: the Open Reaction Database (ORD), a public repository of structured organic reaction records. Task: describe an organic reaction: reactants, conditions, products, and yield Starting materials: C(C)OC(COC1=CC(=C(C(=C1)Cl)OCCCCOC1=CC=C(C=C1)C(F)(F)F)Cl)OCC (4-(4-(4-(Trifluoromethyl)phenoxy)butyloxy)-3,5-dichlorophenoxyacetaldehyde diethylacetal), Cl (hydrochloric acid), C(C)(=O)O (acetic acid). The solvent is O (water). The product is FC(C1=CC=C(OCCCCOC2=C(C=C(OCC=O)C=C2Cl)Cl)C=C1)(F)F (4-(4-(4-(trifluoromethyl)phenoxy)butyloxy)-3,5-dichlorophenoxyacetaldehyde). Isolated yield 81.9%. RXN SMILES: C([O:3][CH:4](OCC)[CH2:5][O:6][C:7]1[CH:12]=[C:11]([Cl:13])[C:10]([O:14][CH2:15][CH2:16][CH2:17][CH2:18][O:19][C:20]2[CH:25]=[CH:24][C:23]([C:26]([F:29])([F:28])[F:27])=[CH:22][CH:21]=2)=[C:9]([Cl:30])[CH:8]=1)C.Cl.C(O)(=O)C>O>[F:29][C:26]([F:27])([F:28])[C:23]1[CH:24]=[CH:25][C:20]([O:19][CH2:18][CH2:17][CH2:16][CH2:15][O:14][C:10]2[C:9]([Cl:30])=[CH:8][C:7]([O:6][CH2:5][CH:4]=[O:3])=[CH:12][C:11]=2[Cl:13])=[CH:21][CH:22]=1. Procedure details: 4-(4-(4-(Trifluoromethyl)phenoxy)butyloxy)-3,5-dichlorophenoxyacetaldehyde diethylacetal (manufactured in Production Example 1 of intermediate described hereinafter) (1.0 g) was added dropwise to a mixed solution of 1 ml of hydrochloric acid and 9 ml of acetic acid with stirring at room temperature. After stirring at room temperature for 20 minutes, the reaction solution was poured into iced water and extracted twice with 100 ml of diethyl ether. The ether layers were combined, washed with water... Starting materials: IN1C(CCC1=O)=O (N-iodosuccinimide), C(C1=CC=CC=C1)C1=NC(=CC=C1)N1C[C@H]([C@H](C1)OC)OCF (2-benzyl-6-[(3R,4S)-3-(fluoromethoxy)-4-methoxypyrrolidine-1-yl]pyridine), CN(C=O)C (N,N-dimethylformamide). Run in O (Water). Product: C(C1=CC=CC=C1)C1=NC(=CC=C1I)N1C[C@H]([C@H](C1)OC)OCF (2-Benzyl-6-[(3R,4S)-3-(fluoromethoxy)-4-methoxypyrrolidine-1-yl]-3-iodopyridine). Isolated yield 65.7%. Reaction SMILES: [I:1]N1C(=O)CCC1=O.[CH2:9]([C:16]1[CH:21]=[CH:20][CH:19]=[C:18]([N:22]2[CH2:26][C@H:25]([O:27][CH3:28])[C@H:24]([O:29][CH2:30][F:31])[CH2:23]2)[N:17]=1)[C:10]1[CH:15]=[CH:14][CH:13]=[CH:12][CH:11]=1.CN(C)C=O>O>[CH2:9]([C:16]1[C:21]([I:1])=[CH:20][CH:19]=[C:18]([N:22]2[CH2:26][C@H:25]([O:27][CH3:28])[C@H:24]([O:29][CH2:30][F:31])[CH2:23]2)[N:17]=1)[C:10]1[CH:15]=[CH:14][CH:13]=[CH:12][CH:11]=1. Reported procedure: 37.4 mg of N-iodosuccinimide was added little by little to a solution containing 47.8 mg of 2-benzyl-6-[(3R,4S)-3-(fluoromethoxy)-4-methoxypyrrolidine-1-yl]pyridine obtained in Example 111 and 4.0 ml of N,N-dimethylformamide under stirring in an ice-bath, followed by stirring overnight as it was. Water was added to the reaction solution, and the mixture was extracted with ethyl acetate. The organic phase was successively washed with an aqueous sodium thiosulfate solution, water and brine, and th... Starting materials: C(C)(C)(C)OC(=O)N1C(CCC1)CC(CCS(=O)(=O)C1=CC=C(C=C1)C)=O ((±)-1-(t-Butoxycarbonyl)-2-[4-(p-toluenesulfonyl)-2-oxobutyl]pyrrolidine), Cl.O1CCOCC1 (hydrochloric acid dioxane). The solvent is CO (methanol). Conditions: temperature 50 celsius, time 30 minute. The product is C1CCN2CCC(CC12)=O ((±)-1,2,3,5,6,7,8,8a-Octahydroindolizin-7-one). The yield is 65.3%. Reaction SMILES: C(OC([N:8]1[CH2:12][CH2:11][CH2:10][CH:9]1[CH2:13][C:14](=[O:27])[CH2:15][CH2:16]S(C1C=CC(C)=CC=1)(=O)=O)=O)(C)(C)C.Cl.O1CCOCC1>CO>[CH2:10]1[CH:9]2[N:8]([CH2:16][CH2:15][C:14](=[O:27])[CH2:13]2)[CH2:12][CH2:11]1 |f:1.2|. Reported procedure: (±)-1-(t-Butoxycarbonyl)-2-[4-(p-toluenesulfonyl)-2-oxobutyl]pyrrolidine (322 mg (0.814 mmol), prepared as described in 1)) was dissolved in methanol (3.2 ml). To the solution was added a solution of 4N hydrochloric acid/dioxane (0.61 ml, 2.44 mmol), and the resulting mixture was stirred at 50° C. for 30 minutes. At the end of this time, the reaction mixture was concentrated by evaporation under reduced pressure to remove solvents and any excess of hydrochloric acid. To the residue was added a s... Reactants: Cl.N1C[C@@H](CCC1)O ((3R)-3-Piperidinol hydrochloride), N1=C(C=CC=C1)C=O (2-Pyridine carboxaldehyde), [OH-].[Na+] (sodium hydroxide), C(C)(=O)O[BH-](OC(C)=O)OC(C)=O.[Na+] (Sodium triacetoxyborohydride). Reaction SMILES: Cl.[NH:2]1[CH2:7][CH2:6][CH2:5][C@@H:4]([OH:8])[CH2:3]1.[N:9]1[CH:14]=[CH:13][CH:12]=[CH:11][C:10]=1[CH:15]=O.C(O[BH-](OC(=O)C)OC(=O)C)(=O)C.[Na+].[OH-].[Na+]>ClCCCl.O.C(O)(=O)C.C(N(CC)CC)C>[N:9]1[CH:14]=[CH:13][CH:12]=[CH:11][C:10]=1[CH2:15][N:2]1[CH2:7][CH2:6][CH2:5][C@@H:4]([OH:8])[CH2:3]1 |f:0.1,3.4,5.6|. Run in ClCCCl (1,2-dichloroethane), C(C)N(CC)CC (triethylamine), C(C)(=O)O (acetic acid), O (Water). Run at time 1.5 hour. Product: N1=C(C=CC=C1)CN1C[C@@H](CCC1)O ((3R)-1-(2-pyridinylmethyl)-3-piperidinol). Procedure details: (3R)-3-Piperidinol hydrochloride (10.0 g) and triethylamine (10.13 ml) in dry 1,2-dichloroethane (350 ml) were stirred for 15 minutes at 50° C. 2-Pyridine carboxaldehyde (7.63 ml) and glacial acetic acid (4.16 ml) were added and the reaction mixture stirred for 1.5 hours at reflux. Sodium triacetoxyborohydride (34.65 g) was then added portionwise and the resulting mixture was cooled to room temperature and stirred for a further 1 hour. Water (350 ml) and 1M aqueous sodium hydroxide solution were... Run at time 5 minute. Solvent: O (water). Reagents/catalysts: CCCCCCCC[N+](C)(CCCCCCCC)CCCCCCCC.[Cl-] (Adogen 464). Procedure: A mixture of 2-amino-3-hydroxy pyridine (29.6 g, 0.269 mol), dichloromethane (200 ml) and 40% aqueous sodium hydroxide solution (200 ml) was stirred for five minutes, then 2,4,6-trimethylbenzyl bromide (50 g, 0.296 mol) and Adogen 464 (5 ml) were added and stirring continued for 16 hours. The mixture was diluted with water and extracted with dichloromethane. Drying and evaporation of the organic extracts, and trituration with ether gave the desired product. Yield 29.6 g (41%), m.p. 160°-166 ° C. Starting materials: NC1=NC=CC=C1O (2-amino-3-hydroxy pyridine), ClCCl (dichloromethane), [OH-].[Na+] (sodium hydroxide), CC1=C(CBr)C(=CC(=C1)C)C (2,4,6-trimethylbenzyl bromide). Yields the product NC1=NC=CC=C1OCC1=C(C=C(C=C1C)C)C (2-Amino- 3-(2,4,6-trimethylbenzyloxy)pyridine). Reaction SMILES: [NH2:1][C:2]1[C:7]([OH:8])=[CH:6][CH:5]=[CH:4][N:3]=1.ClCCl.[OH-].[Na+].[CH3:14][C:15]1[CH:22]=[C:21]([CH3:23])[CH:20]=[C:19]([CH3:24])[C:16]=1[CH2:17]Br>CCCCCCCC[N+](CCCCCCCC)(CCCCCCCC)C.[Cl-].O>[NH2:1][C:2]1[C:7]([O:8][CH2:17][C:16]2[C:19]([CH3:24])=[CH:20][C:21]([CH3:23])=[CH:22][C:15]=2[CH3:14])=[CH:6][CH:5]=[CH:4][N:3]=1 |f:2.3,5.6|. Starting materials: C(C)OCC (Diethyl ether), C(=C)C(C1=CC=CC=C1)Cl (vinylbenzyl chloride), C[S-].[Na+] (Sodium methanethiolate), CO (methanol), C(=C)C(C1=CC=CC=C1)Cl (Vinylbenzyl chloride), hexanes CH2Cl2, C[S-].[Na+] (sodium methanethiolate). The solvent is O1CCCC1 (tetrahydrofuran). Yields the product C(=C)C(C1=CC=CC=C1)SC (Methyl (vinylbenzyl) sulfide). The yield is 91.0%. RXN SMILES: [CH3:1][S-:2].[Na+].CO.[CH:6]([CH:8](Cl)[C:9]1[CH:14]=[CH:13][CH:12]=[CH:11][CH:10]=1)=[CH2:7].C(OCC)C>O1CCCC1>[CH:6]([CH:8]([S:2][CH3:1])[C:9]1[CH:14]=[CH:13][CH:12]=[CH:11][CH:10]=1)=[CH2:7] |f:0.1|. Procedure details: Sodium methanethiolate (24.67 g, 0.35 mol) was combined with methanol (250 ml) in a 1 liter round bottomed flask outfitted with an addition funnel and a nitrogen inlet. Vinylbenzyl chloride (41.0 ml, 60:40 mixture of p- and o-isomers, 0.29 mol) in tetrahydrofuran (100 ml) was added via addition funnel over 30 minutes. The reaction mixture grew slightly warm and a milky suspension resulted. This was allowed to stir at room temperature for 20 hours at which point only a small amount of vinylbenzyl... Starting materials: ClC1=CN=NC2=CC(=C(C=C12)OC)O (4-chloro-7-hydroxy-6-methoxycinnoline), C(CCC)P(CCCC)CCCC (tri(n-butyl)phosphine), OCC1=CC=NC=C1 (4-hydroxymethylpyridine), N(=NC(=O)N1CCCCC1)C(=O)N1CCCCC1 (1,1′-(azodicarbonyl)dipiperidine), Cl (hydrogen chloride), C(C)(C)O (isopropanol). Solvent: C(Cl)Cl (methylene chloride). Run at time 1 hour. The product is Cl.ClC1=CN=NC2=CC(=C(C=C12)OC)OCC1=CC=NC=C1 (4-chloro-6-methoxy-7-(4-pyridylmethoxy)cinnoline hydrochloride). Isolated yield 122.0%. As a reaction SMILES: [Cl:1][C:2]1[C:11]2[C:6](=[CH:7][C:8]([OH:14])=[C:9]([O:12][CH3:13])[CH:10]=2)[N:5]=[N:4][CH:3]=1.O[CH2:16][C:17]1[CH:22]=[CH:21][N:20]=[CH:19][CH:18]=1.N(C(N1CCCCC1)=O)=NC(N1CCCCC1)=O.C(P(CCCC)CCCC)CCC.Cl.C(O)(C)C>C(Cl)Cl>[ClH:1].[Cl:1][C:2]1[C:11]2[C:6](=[CH:7][C:8]([O:14][CH2:16][C:17]3[CH:22]=[CH:21][N:20]=[CH:19][CH:18]=3)=[C:9]([O:12][CH3:13])[CH:10]=2)[N:5]=[N:4][CH:3]=1 |f:7.8|. Procedure: The starting material, 4-chloro-6-methoxy-7-(4-pyridylmethoxy)cinnoline hydrochloride, was obtained by adding 4-chloro-7-hydroxy-6-methoxycinnoline (200 mg, 0.95 mmol), followed by 4-hydroxymethylpyridine (108 mg, 1 mmol) and 1,1′-(azodicarbonyl)dipiperidine (647 mg, 2.5 mmol), in portions, to a solution of tri(n-butyl)phosphine (640 μg, 2.5 mmol) in methylene chloride (6 ml). After stirring for 1 hour at ambient temperature, a solution of 7M hydrogen chloride in isopropanol (300 μl, 2.1 mmol) w... Reactants: COc1ccc2nccc(C(=O)CBr)c2n1, Cc1ccccc1, OCCNCCO. Product: COc1ccc2nccc(C(O)CBr)c2n1. As a reaction SMILES: [Br:1][CH2:2][C:3](=[O:4])[c:5]1[cH:6][cH:7][n:8][c:9]2[cH:10][cH:11][c:12]([O:15][CH3:16])[n:13][c:14]12.[CH3:24][c:25]1[cH:26][cH:27][cH:28][cH:29][cH:30]1.[OH:17][CH2:18][CH2:19][NH:20][CH2:21][CH2:22][OH:23]>>[Br:1][CH2:2][CH:3]([OH:4])[c:5]1[cH:6][cH:7][n:8][c:9]2[cH:10][cH:11][c:12]([O:15][CH3:16])[n:13][c:14]12. Reactants: II (I2), C(C)OC(OCC)OCC (Triethylorthoformate), CC=1C=C2C=CC(=CC2=CC1)C(C)=O (1-(6-methylnaphthalen-2-yl)ethanone). The reagents and catalysts are [N+](=O)([O-])[O-].[Ag+] (AgNO3). The solvent is C(C)O (ethanol). Conditions: temperature 80 celsius. The product is C(C)OC(CC1=CC2=CC=C(C=C2C=C1)C)=O ((6-methylnaphthalen-2-yl)acetic acid ethyl ester). RXN SMILES: C(O[CH:4]([O:8][CH2:9][CH3:10])[O:5]CC)C.[CH3:11][C:12]1[CH:13]=[C:14]2[C:19](=[CH:20][CH:21]=1)[CH:18]=[C:17]([C:22](=O)C)[CH:16]=[CH:15]2.II>C(O)C.[N+]([O-])([O-])=O.[Ag+]>[CH2:9]([O:8][C:4](=[O:5])[CH2:11][C:12]1[CH:21]=[CH:20][C:19]2[C:14](=[CH:15][CH:16]=[C:17]([CH3:22])[CH:18]=2)[CH:13]=1)[CH3:10] |f:4.5|. Reported procedure: Triethylorthoformate (1.5 ml) and 1-(6-methylnaphthalen-2-yl)ethanone (1.0 mmol) were dissolved in ethanol (4 ml). To the reaction mixture were added AgNO3 (2.1 mmol) and I2 (1.05 mmol) and the reaction mixture was heated to 80° C. for 20 hours. The reaction mixture was cooled to ambient temperature and concentrated to dryness. The residue was diluted eith EtOAc and filtered through celite. The combined organics were washed with saturated sodium bicarbonate solution and brine. The organic layer ...